This data is from the Open Reaction Database (ORD), a public repository of structured organic reaction records. The task is: describe an organic reaction: reactants, conditions, products, and yield Reactants: N1C=CC2=NC=CC=C21 (1H-pyrrolo[3,2-b]pyridine), ClCC[C@@H](O)C1=CC=CC=C1 (3-chloro-1-(R)-phenyl-propan-1-ol). The solvent is CO (MeOH). Yields the product ClCC[C@@H](C1=CC=CC=C1)N1C=CC2=NC=CC=C21 (1-(3-Chloro-1-(S)-phenyl-propyl)-1H-pyrrolo[3,2-b]pyridine). Isolated yield 24.0%. RXN SMILES: [NH:1]1[C:9]2[C:4](=[N:5][CH:6]=[CH:7][CH:8]=2)[CH:3]=[CH:2]1.[Cl:10][CH2:11][CH2:12][C@H:13]([C:15]1[CH:20]=[CH:19][CH:18]=[CH:17][CH:16]=1)O>CO>[Cl:10][CH2:11][CH2:12][C@H:13]([N:1]1[C:9]2[C:4](=[N:5][CH:6]=[CH:7][CH:8]=2)[CH:3]=[CH:2]1)[C:15]1[CH:20]=[CH:19][CH:18]=[CH:17][CH:16]=1. Procedure: 1-(3-Chloro-1-(S)-phenyl-propyl)-1H-pyrrolo[3,2-b]pyridine was prepared from 1H-pyrrolo[3,2-b]pyridine and 3-chloro-1-(R)-phenyl-propan-1-ol following the procedure described in steps 1 and 2 of Example 11 (24% yield [268 mg, αD=−111.0° (MeOH, c=1)].